Dataset: the Open Reaction Database (ORD), a public repository of structured organic reaction records. Task: describe an organic reaction: reactants, conditions, products, and yield Starting materials: CCOC(=O)CC1Cc2ccc(OCCCNc3cc(SCC)ccn3)cc2Cc2ccccc21, CCOC(=O)CC1Cc2ccc(OCCCNc3ccccn3)cc2Cc2ccccc21. Product: CCSc1ccnc(NCCCOc2ccc3c(c2)Cc2ccccc2C(CC(=O)O)C3)c1. Reaction SMILES: [CH2:1]([CH3:2])[S:3][c:4]1[cH:5][c:6]([NH:10][CH2:11][CH2:12][CH2:13][O:14][c:15]2[cH:16][cH:17][c:18]3[c:19]([cH:35]2)[CH2:20][c:21]2[c:22]([cH:31][cH:32][cH:33][cH:34]2)[CH:23]([CH2:25][C:26](=[O:27])[O:28][CH2:29][CH3:30])[CH2:24]3)[n:7][cH:8][cH:9]1.[n:36]1[cH:37][cH:38][cH:39][cH:40][c:41]1[NH:42][CH2:43][CH2:44][CH2:45][O:46][c:47]1[cH:48][cH:49][c:50]2[c:66]([cH:67]1)[CH2:65][c:64]1[c:59]([cH:60][cH:61][cH:62][cH:63]1)[CH:52]([CH2:53][C:54]([O:55][CH2:56][CH3:57])=[O:58])[CH2:51]2>>[CH2:1]([CH3:2])[S:3][c:4]1[cH:5][c:6]([NH:10][CH2:11][CH2:12][CH2:13][O:14][c:15]2[cH:16][cH:17][c:18]3[c:19]([cH:35]2)[CH2:20][c:21]2[c:22]([cH:31][cH:32][cH:33][cH:34]2)[CH:23]([CH2:25][C:26](=[O:27])[OH:28])[CH2:24]3)[n:7][cH:8][cH:9]1. As a reaction SMILES: [CH3:28][S:29](=[O:30])[CH3:31].[F:16][c:17]1[c:18]([N+:25](=[O:26])[O-:27])[cH:19][c:20]([F:24])[c:21]([F:23])[cH:22]1.[NH2:1][c:2]1[c:3]([C:11](=[O:12])[O:13][CH2:14][CH3:15])[c:4]2[c:5]([s:6]1)[cH:7][cH:8][cH:9][cH:10]2>>[NH:1]([c:2]1[c:3]([C:11](=[O:12])[O:13][CH2:14][CH3:15])[c:4]2[c:5]([s:6]1)[cH:7][cH:8][cH:9][cH:10]2)[c:17]1[c:18]([N+:25](=[O:26])[O-:27])[cH:19][c:20]([F:24])[c:21]([F:23])[cH:22]1. The reactants are CS(C)=O, O=[N+]([O-])c1cc(F)c(F)cc1F, CCOC(=O)c1c(N)sc2ccccc12. Yields the product CCOC(=O)c1c(Nc2cc(F)c(F)cc2[N+](=O)[O-])sc2ccccc12. Starting materials: C(C)OC(C1=CC=CC=C1)=C1C(NC2=CC=C(C=C12)[N+](=O)[O-])=O (3-(1-ethoxy-1-phenyl-methylidene)-5-nitro-2-indolinone), CC1CCN(CC1)CC1=CC=C(N)C=C1 (4-(4-methylpiperidinomethyl)-aniline). Solvent: CN(C)C=O (DMF). Product: CC1CCN(CC1)CC1=CC=C(C=C1)N\C(\C1=CC=CC=C1)=C\1/C(NC2=CC=C(C=C12)[N+](=O)[O-])=O ((Z)-3-{1-[4-(4-methylpiperidinomethyl)-phenylamino]-1-phenyl-methylidene}-5-nitro-2-indolinone). Reaction SMILES: C(O[C:4](=[C:11]1[C:19]2[C:14](=[CH:15][CH:16]=[C:17]([N+:20]([O-:22])=[O:21])[CH:18]=2)[NH:13][C:12]1=[O:23])[C:5]1[CH:10]=[CH:9][CH:8]=[CH:7][CH:6]=1)C.[CH3:24][CH:25]1[CH2:30][CH2:29][N:28]([CH2:31][C:32]2[CH:38]=[CH:37][C:35]([NH2:36])=[CH:34][CH:33]=2)[CH2:27][CH2:26]1>CN(C=O)C>[CH3:24][CH:25]1[CH2:30][CH2:29][N:28]([CH2:31][C:32]2[CH:33]=[CH:34][C:35]([NH:36]/[C:4](=[C:11]3\[C:12](=[O:23])[NH:13][C:14]4[C:19]\3=[CH:18][C:17]([N+:20]([O-:22])=[O:21])=[CH:16][CH:15]=4)/[C:5]3[CH:10]=[CH:9][CH:8]=[CH:7][CH:6]=3)=[CH:37][CH:38]=2)[CH2:27][CH2:26]1. Procedure: Prepared analogously to Example 89 from 3-(1-ethoxy-1-phenyl-methylidene)-5-nitro-2-indolinone and 4-(4-methylpiperidinomethyl)-aniline in DMF. Reactants: CCCCNCCCC, Cc1ccccc1, Cc1ccc(Cl)cc1, O=C(C=Cc1ccccc1)C=Cc1ccccc1, O=C(C=Cc1ccccc1)C=Cc1ccccc1, O=C(C=Cc1ccccc1)C=Cc1ccccc1, [Pd], [Pd]. Product: CCCCN(CCCC)c1ccc(C)cc1. Reaction SMILES: [CH2:1]([CH2:2][CH2:3][CH3:4])[NH:5][CH2:6][CH2:7][CH2:8][CH3:9].[CH3:74][c:75]1[cH:76][cH:77][cH:78][cH:79][cH:80]1.[Cl:10][c:11]1[cH:12][cH:13][c:14]([CH3:17])[cH:15][cH:16]1.[O:20]=[C:21]([CH:22]=[CH:23][c:24]1[cH:25][cH:26][cH:27][cH:28][cH:29]1)[CH:30]=[CH:31][c:32]1[cH:33][cH:34][cH:35][cH:36][cH:37]1.[O:38]=[C:39]([CH:40]=[CH:41][c:42]1[cH:43][cH:44][cH:45][cH:46][cH:47]1)[CH:48]=[CH:49][c:50]1[cH:51][cH:52][cH:53][cH:54][cH:55]1.[O:56]=[C:57]([CH:58]=[CH:59][c:60]1[cH:61][cH:62][cH:63][cH:64][cH:65]1)[CH:66]=[CH:67][c:68]1[cH:69][cH:70][cH:71][cH:72][cH:73]1.[Pd:18].[Pd:19]>>[CH2:1]([CH2:2][CH2:3][CH3:4])[N:5]([CH2:6][CH2:7][CH2:8][CH3:9])[c:11]1[cH:12][cH:13][c:14]([CH3:17])[cH:15][cH:16]1. Reactants: C(#N)C1=CC=C2C(=C(N(C(C2=C1)=O)C)C(C(=O)OC)OC(C)(C)C)C1=CC(=C(C=C1)C)C (methyl [7-cyano-4-(3,4-dimethylphenyl)-2-methyl-1-oxo-1,2-dihydro-3-isoquinolinyl][(1,1-dimethylethyl)oxy]acetate), N (ammonia). Reagents/catalysts: [Ni] (Nickel). Run in C(C)O (Ethanol). Conditions: time 8 hour. The product is NCC1=CC=C2C(=C(N(C(C2=C1)=O)C)C(C(=O)OC)OC(C)(C)C)C1=CC(=C(C=C1)C)C (methyl [7-(aminomethyl)-4-(3,4-dimethylphenyl)-2-methyl-1-oxo-1,2-dihydro-3-isoquinolinyl][(1,1-dimethylethyl)oxy]acetate). The yield is 78.3%. Reaction SMILES: [C:1]([C:3]1[CH:12]=[C:11]2[C:6]([C:7]([C:25]3[CH:30]=[CH:29][C:28]([CH3:31])=[C:27]([CH3:32])[CH:26]=3)=[C:8]([CH:15]([O:20][C:21]([CH3:24])([CH3:23])[CH3:22])[C:16]([O:18][CH3:19])=[O:17])[N:9]([CH3:14])[C:10]2=[O:13])=[CH:5][CH:4]=1)#[N:2].N>C(O)C.[Ni]>[NH2:2][CH2:1][C:3]1[CH:12]=[C:11]2[C:6]([C:7]([C:25]3[CH:30]=[CH:29][C:28]([CH3:31])=[C:27]([CH3:32])[CH:26]=3)=[C:8]([CH:15]([O:20][C:21]([CH3:22])([CH3:23])[CH3:24])[C:16]([O:18][CH3:19])=[O:17])[N:9]([CH3:14])[C:10]2=[O:13])=[CH:5][CH:4]=1. Procedure: A solution of methyl [7-cyano-4-(3,4-dimethylphenyl)-2-methyl-1-oxo-1,2-dihydro-3-isoquinolinyl][(1,1-dimethylethyl)oxy]acetate (30 mg, 0.069 mmol) in Ethanol (3.5 mL), saturated with ammonia gas, was treated with Raney 2800 Nickel (0.5 mL, 0.069 mmol), purged and filled with N2 3×, H2 3×, and stirred under H2 at 40 psi overnight. The mixture was filtered through Celite, washed with MeOH, and concentrated. The residue was purified by column chromatography (0-20% MeOH/DCM) to afford methyl [7-(am... Reactants: Cl (hydrochloric acid), C(C)OCC(C)O (propylene glycol monoethyl ether), Cl (hydrochloric acid), C1(=CC=CC=C1)[Si](OC)(OC)OC (phenyltrimethoxysilane), C(C)O[Si](OCC)(OCC)OCC (tetraethoxysilane), C[Si](OCC)(OCC)OCC (methyltriethoxysilane), FC(S(=O)(=O)[O-])(F)F.CO[Si](OC)(OC)CCC[N+](C)(C)C (trimethoxysilylpropyltrimethylammonium trifluoromethanesulfonate). Run in O (water), CC(=O)C (acetone), CO (methanol), C(C)O (ethanol), CC(=O)C (acetone), CO (methanol). Yields the product FC(S(=O)(=O)[O-])(F)F.[NH4+] (Ammonium Trifluoromethanesulfonate). RXN SMILES: C1([Si](OC)(OC)OC)C=CC=CC=1.C(O[Si](OCC)(OCC)OCC)C.C[Si](OCC)(OCC)OCC.[F:38][C:39]([F:45])([F:44])[S:40]([O-:43])(=[O:42])=[O:41].CO[Si](CCC[N+:56](C)(C)C)(OC)OC.Cl.C(OCC(O)C)C>O.CC(C)=O.CO.C(O)C>[F:38][C:39]([F:45])([F:44])[S:40]([O-:43])(=[O:42])=[O:41].[NH4+:56] |f:3.4,11.12|. Reported procedure: 4.92 g of phenyltrimethoxysilane, 72.42 g of tetraethoxysilane, 22.05 g of methyltriethoxysilane, 0.61 g of the 30% methanol solution of trimethoxysilylpropyltrimethylammonium trifluoromethanesulfonate, and 150 g of acetone were charged into a 500 mL flask to be dissolved and the resultant mixed solution was warmed while stirring the mixed solution with a magnetic stirrer to reflux. Next, 33.11 g of 0.01 M hydrochloric acid was added to the mixed solution. The mixed solution was subjected to the... The product is CCC(Br)Cc1nc(Cl)c(C=O)n1Cc1ccc(-c2ccccc2C(=O)OC)cc1. Starting materials: O=C1CCC(=O)N1Br, CCCCc1nc(Cl)c(C=O)n1Cc1ccc(-c2ccccc2C(=O)OC)cc1, ClC(Cl)(Cl)Cl. RXN SMILES: [Br:30][N:31]1[C:32](=[O:33])[CH2:34][CH2:35][C:36]1=[O:37].[C:1](=[O:2])([O:3][CH3:4])[c:5]1[c:6](-[c:11]2[cH:12][cH:13][c:14]([CH2:17][n:18]3[c:19]([CH2:26][CH2:27][CH2:28][CH3:29])[n:20][c:21]([Cl:25])[c:22]3[CH:23]=[O:24])[cH:15][cH:16]2)[cH:7][cH:8][cH:9][cH:10]1.[Cl:38][C:39]([Cl:40])([Cl:41])[Cl:42]>>[C:1](=[O:2])([O:3][CH3:4])[c:5]1[c:6](-[c:11]2[cH:12][cH:13][c:14]([CH2:17][n:18]3[c:19]([CH2:26][CH:27]([CH2:28][CH3:29])[Br:30])[n:20][c:21]([Cl:25])[c:22]3[CH:23]=[O:24])[cH:15][cH:16]2)[cH:7][cH:8][cH:9][cH:10]1. The reactants are C1(=C(C=CC=C1)[Mg]Cl)C (o-tolyl magnesium chloride), CCCCCC.C(C)(=O)OCC (hexane ethyl acetate), C(C(=O)OCC)(=O)OCC (diethyl oxalate), [Cl-].[NH4+] (ammonium chloride). The solvent is C1CCOC1 (THF), C1CCOC1 (THF). Reaction conditions: temperature -30 celsius, time 30 minute. The product is CC1=C(C(=O)C(=O)OCC)C=CC=C1 (ethyl 2-methylbenzoylformate). The yield is 87.0%. RXN SMILES: [C:1]([O:8][CH2:9][CH3:10])(=[O:7])[C:2]([O:4]CC)=O.[C:11]1([CH3:19])[CH:16]=[CH:15][CH:14]=[CH:13][C:12]=1[Mg]Cl.[Cl-].[NH4+].CCCCCC.C(OCC)(=O)C>C1COCC1>[CH3:19][C:11]1[CH:16]=[CH:15][CH:14]=[CH:13][C:12]=1[C:2]([C:1]([O:8][CH2:9][CH3:10])=[O:7])=[O:4] |f:2.3,4.5|. Reported procedure: A solution of diethyl oxalate (30 g) in anhydrous THF (300 ml) was cooled to -30° C. A solution of o-tolyl magnesium chloride in THF (1 M, 140 ml) was added to the above solution at a temperature of the reaction solution of -20° C. After stirring at -30° C. for 30 minutes, the mixture was allowed to warm up to 0° C. and combined with an aqueous ammonium chloride solution. The mixture was concentrated under reduced pressure. The residue was treated with water and diethyl ether and phases were sep...